This data is from the Open Reaction Database (ORD), a public repository of structured organic reaction records. The task is: describe an organic reaction: reactants, conditions, products, and yield The reactants are [H][H] (hydrogen), C1(=CC=CC=C1)C(=C)CC(C)(C)C1=CC=CC=C1 (2,4-diphenyl-4-methyl-1-pentene), C1(=CC=CC=C1)C(=C)CC(C)(C)C1=CC=CC=C1 (2,4-diphenyl-4-methyl-1-pentene). Run in C1CCOC1 (THF). Reaction conditions: time 5 minute. The product is C1(=CC=CC=C1)C(C)(CC(C)C1=CC=CC=C1)C (2,4-diphenyl-2-methylpentane). The yield is 100.0%. Reaction SMILES: [H][H].[C:3]1([C:9]([CH2:11][C:12]([C:15]2[CH:20]=[CH:19][CH:18]=[CH:17][CH:16]=2)([CH3:14])[CH3:13])=[CH2:10])[CH:8]=[CH:7][CH:6]=[CH:5][CH:4]=1>C1COCC1>[C:15]1([C:12]([CH3:14])([CH2:11][CH:9]([C:3]2[CH:4]=[CH:5][CH:6]=[CH:7][CH:8]=2)[CH3:10])[CH3:13])[CH:20]=[CH:19][CH:18]=[CH:17][CH:16]=1. Procedure details: In Example 3, hydrogenation reaction was conducted under the same condition as Example 1 for THF diluted solution concentration of the substance to be reduced, its flow rate, and hydrogen 9 flow rate, using 2,4-diphenyl-4-methyl-1-pentene as the substance to be reduced. The reaction time was within five minutes. The analytical result of the reaction product by 1H-NMR showed almost complete hydrogenation of 2,4-diphenyl-4-methyl-1-pentene, and 2,4-diphenyl-2-methylpentane was obtained at about 10... Reactants: CC1(OC[C@H]([C@@H](CO1)O)N[C@@H](C)C1=CC=CC=C1)C ((5S,6R)-2,2-dimethyl-6-((S)-1-phenylethylamino)-1,3-dioxepan-5-ol). Reagents/catalysts: [Pd] (Pd—C). The solvent is C(C)(C)O (iso-propanol). Reaction conditions: temperature 50 celsius, time 8 hour. The product is N[C@H]1[C@@H](COC(OC1)(C)C)O ((5S,6R)-6-amino-2,2-dimethyl-1,3-dioxepan-5-ol). Isolated yield 98.9%. Reaction SMILES: [CH3:1][C:2]1([CH3:19])[O:8][CH2:7][C@@H:6]([OH:9])[C@H:5]([NH:10][C@H](C2C=CC=CC=2)C)[CH2:4][O:3]1>C(O)(C)C.[Pd]>[NH2:10][C@@H:5]1[CH2:4][O:3][C:2]([CH3:1])([CH3:19])[O:8][CH2:7][C@H:6]1[OH:9]. Reported procedure: To (5S,6R)-2,2-dimethyl-6-((S)-1-phenylethylamino)-1,3-dioxepan-5-ol (500 mg, 1.88 mmol) in iso-propanol (5 ml) was added 10% Pd—C (100 mg). The mixture was stirred at 50° C. under an atmospheric pressure of H2 overnight. Then the solution was filtered on a pad of Celite and the pad washed with MeOH (20 ml). The filtrate was evaporated to dryness to give (5S,6R)-6-amino-2,2-dimethyl-1,3-dioxepan-5-ol (300 mg, 1.86 mmol, 99% yield) as a white solid. 1H NMR (CDCl3) 1.03 (3H, s), 1.06 (3H, s), 2.61... Starting materials: NCCC(=O)O (β-alanine), [OH-].[Na+] (sodium hydroxide), I.C(#N)C1=CC=C(C=C1)NC(SC)=N (N-(4-cyanophenyl)-S-methylisothiourea hydroiodide). The solvent is O (water), C(C)O (ethanol). Product: C(#N)C1=CC=C(C=C1)NC(NCCC(=O)O)=N (N-[4-cyanophenylamino(imino)methyl]-3-aminopropanoic acid). Isolated yield 64.1%. Reaction SMILES: [NH2:1][CH2:2][CH2:3][C:4]([OH:6])=[O:5].[OH-].[Na+].I.[C:10]([C:12]1[CH:17]=[CH:16][C:15]([NH:18][C:19](=[NH:22])SC)=[CH:14][CH:13]=1)#[N:11]>O.C(O)C>[C:10]([C:12]1[CH:13]=[CH:14][C:15]([NH:18][C:19](=[NH:22])[NH:1][CH2:2][CH2:3][C:4]([OH:6])=[O:5])=[CH:16][CH:17]=1)#[N:11] |f:1.2,3.4|. Procedure: A mixture of 4.18 g (47 mmol) of β-alanine, of 1,88 g (47 mmol) of sodium hydroxide in 20 cm3 of water and of 15 g (47 mmol) of N-(4-cyanophenyl)-S-methylisothiourea hydroiodide in 100 cm3 of 95% ethanol is heated to reflux for 5 hours. The precipitate formed is filtered, then dissolved in 150 cm3 of 1N aqueous sodium hydroxide solution. The solution obtained is washed with ethyl acetate (3×50 cm3), then neutralized to pH 7 by a concentrated HCl solution. The precipitate obtained is filtered, wa... The reactants are C(C)C1=NN(C2=CC=CC(=C12)NC(=O)C1=CN=C2N1C=CC(=C2)O[C@@H]2CNC[C@H]2O)CC2=NC(=CC=C2)C (N-(3-ethyl-1-((6-methylpyridin-2-yl)methyl)-1H-indazol-4-yl)-7-((3R,4R)-4-hydroxypyrrolidin-3-yloxy)imidazo[1,2-a]pyridine-3-carboxamide), [BH-](OC(=O)C)(OC(=O)C)OC(=O)C.[Na+] (NaBH(OAc)3), C=O (HCHO), aqueous solution, CO.C(Cl)Cl (MeOH DCM). Conditions: time 30 minute. Yields the product C(Cl)Cl.CO.[NH4+].[OH-] (DCM MeOH NH4OH), C(C)C1=NN(C2=CC=CC(=C12)NC(=O)C1=CN=C2N1C=CC(=C2)O[C@@H]2CN(C[C@H]2O)C)CC2=NC(=CC=C2)C (N-(3-ethyl-1-((6-methylpyridin-2-yl)methyl)-1H-indazol-4-yl)-7-((3R,4R)-4-hydroxy-1-methylpyrrolidin-3-yloxy)imidazo[1,2-a]pyridine-3-carboxamide). As a reaction SMILES: [CH2:1]([C:3]1[C:11]2[C:6](=[CH:7][CH:8]=[CH:9][C:10]=2[NH:12][C:13]([C:15]2[N:19]3[CH:20]=[CH:21][C:22]([O:24][C@H:25]4[C@H:29]([OH:30])[CH2:28][NH:27][CH2:26]4)=[CH:23][C:18]3=[N:17][CH:16]=2)=[O:14])[N:5]([CH2:31][C:32]2[CH:37]=[CH:36][CH:35]=[C:34]([CH3:38])[N:33]=2)[N:4]=1)[CH3:2].[BH-](OC(C)=O)(OC(C)=O)[O:40][C:41](C)=O.[Na+].C=O.CO.[CH2:57]([Cl:59])[Cl:58]>>[CH2:57]([Cl:59])[Cl:58].[CH3:13][OH:14].[NH4+:4].[OH-:40].[CH2:1]([C:3]1[C:11]2[C:6](=[CH:7][CH:8]=[CH:9][C:10]=2[NH:12][C:13]([C:15]2[N:19]3[CH:20]=[CH:21][C:22]([O:24][C@H:25]4[C@H:29]([OH:30])[CH2:28][N:27]([CH3:41])[CH2:26]4)=[CH:23][C:18]3=[N:17][CH:16]=2)=[O:14])[N:5]([CH2:31][C:32]2[CH:37]=[CH:36][CH:35]=[C:34]([CH3:38])[N:33]=2)[N:4]=1)[CH3:2] |f:1.2,4.5,6.7.8.9|. Procedure: To N-(3-ethyl-1-((6-methylpyridin-2-yl)methyl)-1H-indazol-4-yl)-7-((3R,4R)-4-hydroxypyrrolidin-3-yloxy)imidazo[1,2-a]pyridine-3-carboxamide (11 mg, 0.022 mmol; prepared as in Example 33) in MeOH/DCM (1 mL/0.5 mL) was added NaBH(OAc)3 (23 mg, 0.11 mmol) and HCHO (as a 35% aqueous solution) (6.5 mg, 0.22 mmol). The reaction mixture was stirred for 30 minutes and then concentrated under reduced pressure. Silica gel chromatography (DCM/MeOH/NH4OH 10:1:0.1) provided the desired product (3 mg). MS (ES... Starting materials: C1(=CC=CC=C1)P(C1=CC=CC=C1)C1=CC=CC=C1 (triphenylphosphine), C(C)SC1=C(C(=O)NC=2C(=NC=C(C2)C(F)(F)F)O)C=CC=N1 (2-ethylsulfanyl-N-(2-hydroxy-5-trifluoromethylpyridin-3-yl) nicotinamide), N(=NC(=O)OCCOC)C(=O)OCCOC (bis(2-methoxyethyl) azodicarboxylate), [Cl-].[NH4+] (ammonium chloride), COCCOC(=O)/N=N/C(=O)OCCOC (DMEAD). Procedure details: A mixture of 0.69 g of 2-ethylsulfanyl-N-(2-hydroxy-5-trifluoromethylpyridin-3-yl) nicotinamide, 0.75 g of bis(2-methoxyethyl) azodicarboxylate (hereinafter referred to as DMEAD), 0.79 g of triphenylphosphine and 7 ml of THF was stirred at 50° C. for 4 hours. A saturated aqueous ammonium chloride solution was poured to the reaction mixture, and the mixture was extracted with ethyl acetate. The organic layer was washed with water, then dried over sodium sulfate, and concentrated under reduced pre... Run at temperature 50 celsius, time 4 hour. Product: C(C)SC1=NC=CC=C1C=1OC2=NC=C(C=C2N1)C(F)(F)F (2-(2-ethylsulfanylpyridin-3-yl)-6-(trifluoromethyl)oxazolo[5,4-b]pyridine). Yield: 52.0%. Run in C1CCOC1 (THF). RXN SMILES: [CH2:1]([S:3][C:4]1[N:23]=[CH:22][CH:21]=[CH:20][C:5]=1[C:6]([NH:8][C:9]1[C:10]([OH:19])=[N:11][CH:12]=[C:13]([C:15]([F:18])([F:17])[F:16])[CH:14]=1)=O)[CH3:2].N(C(OCCOC)=O)=NC(OCCOC)=O.COCCOC(/N=N/C(OCCOC)=O)=O.C1(P(C2C=CC=CC=2)C2C=CC=CC=2)C=CC=CC=1.[Cl-].[NH4+]>C1COCC1>[CH2:1]([S:3][C:4]1[C:5]([C:6]2[O:19][C:10]3[C:9]([N:8]=2)=[CH:14][C:13]([C:15]([F:18])([F:17])[F:16])=[CH:12][N:11]=3)=[CH:20][CH:21]=[CH:22][N:23]=1)[CH3:2] |f:4.5|.